From a dataset of the Open Reaction Database (ORD), a public repository of structured organic reaction records. describe an organic reaction: reactants, conditions, products, and yield Starting materials: C(C)(C)(C)OC(=O)N1CCN(CC1)CC1=CC(=CC=C1)Cl (4-(3-Chlorobenzyl)-piperazine-1-carboxylic acid tert-butyl ester), C(=O)(C(F)(F)F)O (TFA). Yields the product ClC=1C=C(CN2CCNCC2)C=CC1 (1-(3-Chlorobenzyl)-piperazine). RXN SMILES: C(OC([N:8]1[CH2:13][CH2:12][N:11]([CH2:14][C:15]2[CH:20]=[CH:19][CH:18]=[C:17]([Cl:21])[CH:16]=2)[CH2:10][CH2:9]1)=O)(C)(C)C.C(O)(C(F)(F)F)=O>>[Cl:21][C:17]1[CH:16]=[C:15]([CH:20]=[CH:19][CH:18]=1)[CH2:14][N:11]1[CH2:10][CH2:9][NH:8][CH2:13][CH2:12]1. Procedure: To 4-(3-chlorobenzyl)-piperazine-1-carboxylic acid tert-butyl ester (20.24) (8.82 g, 28.4 mmol) is added TFA (45 mL) at ambient temperature over 5 min. After 1 h50 min, TFA is evaporated, the residue is dissolved in 2N HCl (45 mL) and extracted with ether (2×45 mL). The aqueous layer is basified to pH 13 with 2N NaOH (60 mL) and extracted with CH2Cl2 (6×90 mL). The combined organic extracts are washed with brine (75 mL) and dried over MgSO4. The crude material obtained after filtration and conce... Reactants: COC1=CC=C(C=C1)C=1C(=CC(NN1)=O)C1=CC=CC=C1 (6-(4-Methoxyphenyl)-5-phenyl-2H-pyridazin-3-one), P(=O)(Cl)(Cl)Cl (phosphorus oxychloride). Run in C1=CC=CC=C1 (benzene). The product is ClC1=CC(=C(N=N1)C1=CC=C(C=C1)OC)C1=CC=CC=C1 (6-chloro-3-(4-methoxyphenyl)-4-phenylpyridazine). RXN SMILES: [CH3:1][O:2][C:3]1[CH:8]=[CH:7][C:6]([C:9]2[C:10]([C:16]3[CH:21]=[CH:20][CH:19]=[CH:18][CH:17]=3)=[CH:11][C:12](=O)[NH:13][N:14]=2)=[CH:5][CH:4]=1.P(Cl)(Cl)([Cl:24])=O>C1C=CC=CC=1>[Cl:24][C:12]1[N:13]=[N:14][C:9]([C:6]2[CH:7]=[CH:8][C:3]([O:2][CH3:1])=[CH:4][CH:5]=2)=[C:10]([C:16]2[CH:21]=[CH:20][CH:19]=[CH:18][CH:17]=2)[CH:11]=1. Procedure: 6-(4-Methoxyphenyl)-5-phenyl-2H-pyridazin-3-one [WO 9925697] (2.76 g, 9.60 mmol) and phosphorus oxychloride (2.8 mP) were stirred at 90° C. for 5 hours in benzene. The reaction mixture was processed in a similar manner as in Example 22, whereby the title compound was obtained as a pale yellow-brown oil (1.83 g, 64.3%) Reactants: CCc1cccc(CC)c1-c1cc2c(C=O)cn(-c3ccc(C(C)C)cc3)c2cn1, C1CCOC1, CCOC(=O)CP(=O)(OCC)OCC, [Cl-], [H-], [NH4+], [Na+]. Product: CCOC(=O)C=Cc1cn(-c2ccc(C(C)C)cc2)c2cnc(-c3c(CC)cccc3CC)cc12. Reaction SMILES: [CH2:17]([CH3:18])[c:19]1[c:20](-[c:27]2[cH:28][c:29]3[c:30]([cH:31][n:32]2)[n:33](-[c:38]2[cH:39][cH:40][c:41]([CH:44]([CH3:45])[CH3:46])[cH:42][cH:43]2)[cH:34][c:35]3[CH:36]=[O:37])[c:21]([CH2:25][CH3:26])[cH:22][cH:23][cH:24]1.[CH2:49]1[O:50][CH2:51][CH2:52][CH2:53]1.[CH3:1][CH2:2][O:3][C:4](=[O:5])[CH2:6][P:7]([O:8][CH2:9][CH3:10])([O:11][CH2:12][CH3:13])=[O:14].[Cl-:47].[H-:16].[NH4+:48].[Na+:15]>>[CH3:1][CH2:2][O:3][C:4](=[O:5])[CH:6]=[CH:36][c:35]1[c:29]2[cH:28][c:27](-[c:20]3[c:19]([CH2:17][CH3:18])[cH:24][cH:23][cH:22][c:21]3[CH2:25][CH3:26])[n:32][cH:31][c:30]2[n:33](-[c:38]2[cH:39][cH:40][c:41]([CH:44]([CH3:45])[CH3:46])[cH:42][cH:43]2)[cH:34]1. Reactants: CCOC(C)=O, CN(C)C=O, CCN(C(C)C)C(C)C, N#Cc1cccc(OCCN)c1, O=S(=O)(Cl)c1ccc2ccccc2c1. The product is N#Cc1cccc(OCCNS(=O)(=O)c2ccc3ccccc3c2)c1. As a reaction SMILES: [CH3:36][CH2:37][O:38][C:39](=[O:40])[CH3:41].[CH3:42][N:43]([CH3:44])[CH:45]=[O:46].[CH:13]([N:14]([CH:15]([CH3:16])[CH3:17])[CH2:18][CH3:19])([CH3:20])[CH3:21].[NH2:1][CH2:2][CH2:3][O:4][c:5]1[cH:6][c:7]([C:8]#[N:9])[cH:10][cH:11][cH:12]1.[cH:22]1[c:23]([S:32](=[O:33])(=[O:34])[Cl:35])[cH:24][cH:25][c:26]2[cH:27][cH:28][cH:29][cH:30][c:31]12>>[NH:1]([CH2:2][CH2:3][O:4][c:5]1[cH:6][c:7]([C:8]#[N:9])[cH:10][cH:11][cH:12]1)[S:32]([c:23]1[cH:22][c:31]2[c:26]([cH:25][cH:24]1)[cH:27][cH:28][cH:29][cH:30]2)(=[O:33])=[O:34]. Reactants: resultant mixture, CS(=O)(=O)Cl (Methanesulphonyl chloride), CN(C=1C=C(C(=O)NC=2C=CC(=C(C2)NC(C2=CC(=CC=C2)N)=O)C)C=CC1)C (N-[5-(3-dimethylaminobenzamido)-2-methylphenyl]-3-aminobenzamide), N1=CC=CC=C1 (pyridine). Run in C(Cl)Cl (methylene chloride). The product is CN(C=1C=C(C(=O)NC=2C=CC(=C(C2)NC(C2=CC(=CC=C2)NS(=O)(=O)C)=O)C)C=CC1)C (N-[5-(3-dimethylaminobenzamido)-2-methylphenyl]-3-methanesulphonylaminobenzamide). RXN SMILES: [CH3:1][S:2](Cl)(=[O:4])=[O:3].[CH3:6][N:7]([CH3:34])[C:8]1[CH:9]=[C:10]([CH:31]=[CH:32][CH:33]=1)[C:11]([NH:13][C:14]1[CH:15]=[CH:16][C:17]([CH3:30])=[C:18]([NH:20][C:21](=[O:29])[C:22]2[CH:27]=[CH:26][CH:25]=[C:24]([NH2:28])[CH:23]=2)[CH:19]=1)=[O:12].N1C=CC=CC=1>C(Cl)Cl>[CH3:34][N:7]([CH3:6])[C:8]1[CH:9]=[C:10]([CH:31]=[CH:32][CH:33]=1)[C:11]([NH:13][C:14]1[CH:15]=[CH:16][C:17]([CH3:30])=[C:18]([NH:20][C:21](=[O:29])[C:22]2[CH:27]=[CH:26][CH:25]=[C:24]([NH:28][S:2]([CH3:1])(=[O:4])=[O:3])[CH:23]=2)[CH:19]=1)=[O:12]. Procedure: Methanesulphonyl chloride (0.46 g) was added to a stirred mixture of N-[5-(3-dimethylaminobenzamido)-2-methylphenyl]-3-aminobenzamide, pyridine (0.56 ml) and methylene chloride (30 ml) and the resultant mixture was stirred at ambient temperature for 48 hours. The precipitate was isolated, washed in turn with methylene chloride and diethyl ether and dried under vacuum at 60° C. There was thus obtained the title compound (1.64 g); m.p. 239-240° C.; NMR Spectrum: (DMSOd6) 2.19 (s, 3H), 3.03 (s, 9H)...